Dataset: the Open Reaction Database (ORD), a public repository of structured organic reaction records. Task: describe an organic reaction: reactants, conditions, products, and yield The reactants are N1=C(C=C2COCCN21)CO (6,7-dihydro-4H-pyrazolo[5,1-c][1,4]oxazin-2-ylmethanol). The reagents and catalysts are [O-2].[O-2].[Mn+4] (manganese dioxide). Solvent: ClCCCl (1,2-dichloroethane). Reaction conditions: temperature 60 celsius. Product: N1=C(C=C2COCCN21)C=O (6,7-Dihydro-4H-pyrazolo[5,1-c][1,4]oxazine-2-carbaldehyde). The yield is 76.1%. As a reaction SMILES: [N:1]1[N:9]2[C:4]([CH2:5][O:6][CH2:7][CH2:8]2)=[CH:3][C:2]=1[CH2:10][OH:11]>ClCCCl.[O-2].[O-2].[Mn+4]>[N:1]1[N:9]2[C:4]([CH2:5][O:6][CH2:7][CH2:8]2)=[CH:3][C:2]=1[CH:10]=[O:11] |f:2.3.4|. Reported procedure: To a solution of 6,7-dihydro-4H-pyrazolo[5,1-c][1,4]oxazin-2-ylmethanol (1.08 g, 7.0 mmol) in 1,2-dichloroethane (30 ml) was added 5.4 g of activated manganese dioxide at room temperature with stirring. The mixture was heated to 60° C. for 1 hr and then stirred at room temperature for 16 hr. The final mixture was filtered through a column of silica gel topped with celite. The filter pad was eluted with methylene chloride, followed by ethyl acetate. The ethyl acetate eluent was evaporated and the...